Dataset: the Open Reaction Database (ORD), a public repository of structured organic reaction records. Task: describe an organic reaction: reactants, conditions, products, and yield Starting materials: C(CCCC)C1=CC=C(C=O)C=C1 (p-pentylbenzaldehyde), [Br-].C(=O)(O)CCCC[P+](C1=CC=CC=C1)(C1=CC=CC=C1)C1=CC=CC=C1 (4-carboxybutyltriphenylphosphonium bromide). Run in C1CCOC1 (THF). Yields the product C(CCCC)C1=CC=C(C=C1)C=CCCCC(=O)O (6-(p-Pentylphenyl)-5-hexenoic acid). The yield is 47.8%. RXN SMILES: [CH2:1]([C:6]1[CH:13]=[CH:12][C:9]([CH:10]=O)=[CH:8][CH:7]=1)[CH2:2][CH2:3][CH2:4][CH3:5].[Br-].[C:15]([CH2:18][CH2:19][CH2:20][CH2:21][P+](C1C=CC=CC=1)(C1C=CC=CC=1)C1C=CC=CC=1)([OH:17])=[O:16]>C1COCC1>[CH2:1]([C:6]1[CH:13]=[CH:12][C:9]([CH:10]=[CH:21][CH2:20][CH2:19][CH2:18][C:15]([OH:17])=[O:16])=[CH:8][CH:7]=1)[CH2:2][CH2:3][CH2:4][CH3:5] |f:1.2|. Procedure details: This compound was synthesized from p-pentylbenzaldehyde (3.52 g, 20 mmol, prepared from p-pentylbenzoyl chloride and lithium tri(t-butoxy)aluminum hydride) and 4-carboxybutyltriphenylphosphonium bromide (8.86 g, 20 mmol) in THF (100 mL) by a Wittig reaction. Kugelrohr distillation (bp 147-151° C./0.05 torr) afforded the product (2.49 g, 48%). IR: 3400-2500, 1725 cm-1 ; 1H-NMR: 0.90 (t, 3H), 1.28 (m, 6H), 1.82 (m, 2H), 1.37 (m, 4H), 2.57 (t, 2H), 5.55+6.10 (m, 1H), 6.38 (m, 1H), 7.10 (m, 4H), 10.... The reactants are C1CCOC1, CCOC(=O)c1ccc(C#Cc2ccc3c(c2)C(c2ccccn2)=CCC3(C)C)cc1, O. Yields the product CC1(C)CC=C(c2ccccn2)c2cc(C#Cc3ccc(C(=O)O)cc3)ccc21. Reaction SMILES: [CH2:32]1[O:33][CH2:34][CH2:35][CH2:36]1.[CH3:1][C:2]1([CH3:31])[c:3]2[cH:4][cH:5][c:6]([C:18]#[C:19][c:20]3[cH:21][cH:22][c:23]([C:24](=[O:25])[O:26][CH2:27][CH3:28])[cH:29][cH:30]3)[cH:7][c:8]2[C:9]([c:12]2[n:13][cH:14][cH:15][cH:16][cH:17]2)=[CH:10][CH2:11]1.[OH2:37]>>[CH3:1][C:2]1([CH3:31])[c:3]2[cH:4][cH:5][c:6]([C:18]#[C:19][c:20]3[cH:21][cH:22][c:23]([C:24](=[O:25])[OH:26])[cH:29][cH:30]3)[cH:7][c:8]2[C:9]([c:12]2[n:13][cH:14][cH:15][cH:16][cH:17]2)=[CH:10][CH2:11]1. Starting materials: C(=O)(OC(C)(C)C)N1C(C2=CC=CC=C2C1)C(=O)OC (N-BOC-1,3-dihydro-2H-isoindol-1-carboxylic acid, methyl ester), CI (MeI), [Li+].CC(C)[N-]C(C)C (LDA). The solvent is C1CCOC1 (THF). Product: C(=O)(OC(C)(C)C)N1C(C2=CC=CC=C2C1)(C(=O)OC)C (N-BOC-1-methyl-1,3-dihydro-2H-isoindol-1-carboxylic acid, methyl ester). As a reaction SMILES: [C:1]([N:8]1[CH2:16][C:15]2[C:10](=[CH:11][CH:12]=[CH:13][CH:14]=2)[CH:9]1[C:17]([O:19][CH3:20])=[O:18])([O:3][C:4]([CH3:7])([CH3:6])[CH3:5])=[O:2].CI.[Li+].[CH3:24]C([N-]C(C)C)C>C1COCC1>[C:1]([N:8]1[CH2:16][C:15]2[C:10](=[CH:11][CH:12]=[CH:13][CH:14]=2)[C:9]1([CH3:24])[C:17]([O:19][CH3:20])=[O:18])([O:3][C:4]([CH3:7])([CH3:6])[CH3:5])=[O:2] |f:2.3|. Reported procedure: To a solution N-BOC-1,3-dihydro-2H-isoindol-1-carboxylic acid, methyl ester (38 mmol) and MeI (10 mL, 160 mmol) in 150 mL of anhydrous THF at −30° C. was added LDA (Aldrich, 1.5 M in cyclohexane, 51 mL, 76.5 mmol). The reaction was allowed to warm up to rt over 4 h. The reaction was cooled to −30° C., and was quenched with saturated aqueous solution of NH4Cl (50 mL). The resulting mixture was partitioned between EtOAc and brine, and the product was extracted with EtOAc (3×100 mL). The combined e... Starting materials: Cl.C(CC(C)C)(=O)CN (isovalerylmethylamine hydrochloride), C([O-])(O)=O.[Na+] (sodium bicarbonate), FC1=CC=C(C(=O)Cl)C=C1 (4-fluorobenzoyl chloride). Product: FC1=CC=C(C(=O)NCC(CC(C)C)=O)C=C1 (N-(4-fluorobenzoyl)isovalerylmethylamine). Isolated yield 93.0%. Reaction SMILES: Cl.[C:2]([CH2:8][NH2:9])(=[O:7])[CH2:3][CH:4]([CH3:6])[CH3:5].C(=O)(O)[O-].[Na+].[F:15][C:16]1[CH:24]=[CH:23][C:19]([C:20](Cl)=[O:21])=[CH:18][CH:17]=1>>[F:15][C:16]1[CH:24]=[CH:23][C:19]([C:20]([NH:9][CH2:8][C:2](=[O:7])[CH2:3][CH:4]([CH3:6])[CH3:5])=[O:21])=[CH:18][CH:17]=1 |f:0.1,2.3|. Procedure: 2.75 g of isovalerylmethylamine hydrochloride, 3.8 g of sodium bicarbonate and 3.16 g of 4-fluorobenzoyl chloride are treated in the same manner as described in Preparation 1-(4). 4.0 g of N-(4-fluorobenzoyl)isovalerylmethylamine are thereby obtained. Yield: 82.9%. Starting materials: N1=CC=CC=C1 (pyridine), BrC1=CC=C(C=C1)CC(=O)O (4-bromo-phenyl acetic acid), C(C(=O)Cl)(=O)Cl (oxalyl chloride), NC1=CC(=C(C#N)C=C1)C(F)(F)F (4-amino-2-trifluoromethyl-benzonitrile), acid chloride. Solvent: ClCCl (dichloromethane), CN(C)C=O (DMF), C(Cl)(Cl)Cl (chloroform), CC=C(C)C (amylene), C(Cl)(Cl)Cl (chloroform), CC=C(C)C (amylene), C(C1=CC=CC=C1)#N (benzonitrile). The product is BrC1=CC=C(C=C1)CC(=O)NC1=CC(=C(C=C1)C#N)C(F)(F)F (2-(4-Bromo-phenyl)-N-(4-cyano-3-trifluoromethyl-phenyl)-acetamide). Yield: 48.5%. Reaction SMILES: [Br:1][C:2]1[CH:7]=[CH:6][C:5]([CH2:8][C:9]([OH:11])=O)=[CH:4][CH:3]=1.C(Cl)(=O)C(Cl)=O.[NH2:18][C:19]1[CH:26]=[CH:25][C:22]([C:23]#[N:24])=[C:21]([C:27]([F:30])([F:29])[F:28])[CH:20]=1.N1C=CC=CC=1>ClCCl.CC=C(C)C.C(#N)C1C=CC=CC=1.C(Cl)(Cl)Cl.CN(C=O)C>[Br:1][C:2]1[CH:3]=[CH:4][C:5]([CH2:8][C:9]([NH:18][C:19]2[CH:26]=[CH:25][C:22]([C:23]#[N:24])=[C:21]([C:27]([F:28])([F:29])[F:30])[CH:20]=2)=[O:11])=[CH:6][CH:7]=1. Procedure details: Dissolve 4-bromo-phenyl acetic acid (5 g, 23.3 mmol) in 125 mL dichloromethane. Add 1 mL DMF, stir to give a clear solution, then add oxalyl chloride (3.25 g, 2.23 mL, 25.5 mmol) portionwise via syringe and stir at room temperature for 15-30 minutes until gas evolution ceases. Remove volatiles on rotovap to yield a clear yellow oil. Dissolve the oil in 100 mL amylene-stabilized chloroform, chill on ice and fit flask with a dropping funnel. Fill the dropping funnel with a solution of 4-amino-2-tr... The reactants are C(CCC)[Li] (n-Butyllithium), CC(CC=1N=C(N(C1)C(C1=CC=CC=C1)(C1=CC=CC=C1)C1=CC=CC=C1)C)(CC)C (4-(2,2-dimethylbutyl)-2-methyl-1-trityl-1H-imidazole), FC=1C=CC(=NC1)C1=CC=C(C(=O)N(C)OC)C=C1 (4-(5-fluoropyridin-2-yl)-N-methoxy-N-methylbenzamide). Solvent: O1CCCC1 (tetrahydrofuran), O1CCCC1 (tetrahydrofuran). Run at temperature -78 celsius, time 40 minute. The product is CC(CC=1N=C(N(C1)C(C1=CC=CC=C1)(C1=CC=CC=C1)C1=CC=CC=C1)CC(=O)C1=CC=C(C=C1)C1=NC=C(C=C1)F)(CC)C (2-[4-(2,2-dimethylbutyl)-1-trityl-1H-imidazol-2-yl]-1-[4-(5-fluoropyridin-2-yl)phenyl]ethanone). RXN SMILES: C([Li])CCC.[CH3:6][C:7]([CH3:36])([CH2:34][CH3:35])[CH2:8][C:9]1[N:10]=[C:11]([CH3:33])[N:12]([C:14]([C:27]2[CH:32]=[CH:31][CH:30]=[CH:29][CH:28]=2)([C:21]2[CH:26]=[CH:25][CH:24]=[CH:23][CH:22]=2)[C:15]2[CH:20]=[CH:19][CH:18]=[CH:17][CH:16]=2)[CH:13]=1.[F:37][C:38]1[CH:39]=[CH:40][C:41]([C:44]2[CH:55]=[CH:54][C:47]([C:48](N(OC)C)=[O:49])=[CH:46][CH:45]=2)=[N:42][CH:43]=1>O1CCCC1>[CH3:6][C:7]([CH3:36])([CH2:34][CH3:35])[CH2:8][C:9]1[N:10]=[C:11]([CH2:33][C:48]([C:47]2[CH:46]=[CH:45][C:44]([C:41]3[CH:40]=[CH:39][C:38]([F:37])=[CH:43][N:42]=3)=[CH:55][CH:54]=2)=[O:49])[N:12]([C:14]([C:27]2[CH:32]=[CH:31][CH:30]=[CH:29][CH:28]=2)([C:21]2[CH:22]=[CH:23][CH:24]=[CH:25][CH:26]=2)[C:15]2[CH:20]=[CH:19][CH:18]=[CH:17][CH:16]=2)[CH:13]=1. Procedure details: n-Butyllithium (2.5 M in hexanes) (0.53 mL, 1.32 mmol) was added to a solution of 4-(2,2-dimethylbutyl)-2-methyl-1-trityl-1H-imidazole (360 mg, 0.88 mmol) in tetrahydrofuran (15 mL) at −78° C. dropwise. After stirring at −78° C. for 40 min, 4-(5-fluoropyridin-2-yl)-N-methoxy-N-methylbenzamide (340 mg, 1.32 mmol) in tetrahydrofuran (5 mL) was added dropwise. After warming slowly to ambient temperature, the reaction mixture was quenched with saturated aqueous ammonium chloride. The reaction mixtur...